Dataset: the Open Reaction Database (ORD), a public repository of structured organic reaction records. Task: describe an organic reaction: reactants, conditions, products, and yield Reactants: C(C1=CC=CC=C1)(=O)C(=O)OCC (ethyl benzoylformate), C1(CCCCC1)[Mg]Br (cyclohexylmagnesium bromide). The product is C1(CCCCC1)C(C(=O)OCC)(C1=CC=CC=C1)O (ethyl 2-cyclohexyl-2-hydroxy-2-phenylacetate). Reaction SMILES: [C:1]([C:9]([O:11][CH2:12][CH3:13])=[O:10])(=[O:8])[C:2]1[CH:7]=[CH:6][CH:5]=[CH:4][CH:3]=1.[CH:14]1([Mg]Br)[CH2:19][CH2:18][CH2:17][CH2:16][CH2:15]1>>[CH:2]1([C:1]([OH:8])([C:14]2[CH:19]=[CH:18][CH:17]=[CH:16][CH:15]=2)[C:9]([O:11][CH2:12][CH3:13])=[O:10])[CH2:7][CH2:6][CH2:5][CH2:4][CH2:3]1. Procedure: According to JP-A-11-193271, ethyl benzoylformate and cyclohexylmagnesium bromide are condensed to give ethyl 2-cyclohexyl-2-hydroxy-2-phenylacetate, which is hydrolyzed to give 2-cyclohexyl-2-hydroxy-2-phenylacetic acid. In this condensation reaction, diethyl ether having a boiling point of 35° C. is used in an amount of about 12-fold volume relative to ethyl benzoylformate, manipulation of dangerous reaction using the boiling point of diethyl ether is required and the yield is as low as 53.3%.... Reactants: [Al+3], CCOC(=O)c1nc(NC(C)=O)sc1Cc1cccc(S(C)(=O)=O)c1, C1CCOC1, [H-], [H-], [H-], [H-], [Li+]. Product: CC(=O)Nc1nc(C=O)c(Cc2cccc(S(C)(=O)=O)c2)s1. Reaction SMILES: [Al+3:27].[C:1]([CH3:2])(=[O:3])[NH:4][c:5]1[s:6][c:7]([CH2:15][c:16]2[cH:17][c:18]([S:22](=[O:23])(=[O:24])[CH3:25])[cH:19][cH:20][cH:21]2)[c:8]([C:10](=[O:11])[O:12][CH2:13][CH3:14])[n:9]1.[CH2:32]1[O:33][CH2:34][CH2:35][CH2:36]1.[H-:26].[H-:29].[H-:30].[H-:31].[Li+:28]>>[C:1]([CH3:2])(=[O:3])[NH:4][c:5]1[s:6][c:7]([CH2:15][c:16]2[cH:17][c:18]([S:22](=[O:23])(=[O:24])[CH3:25])[cH:19][cH:20][cH:21]2)[c:8]([CH:10]=[O:11])[n:9]1. The reactants are FC1=C(OC2=C(C=C(C=C2)CS(=O)(=O)C)C2=CN(C3=C(N=C(C=C32)C3=C(C=CC(=C3)CS(=O)(=O)C)OC3=C(C=C(C=C3)F)F)OC)C)C=CC(=C1)F (3,5-bis(2-(2,4-difluorophenoxy)-5-(methylsulfonylmethyl)phenyl)-7-methoxy-1-methyl-1H-pyrrolo[2,3-c]pyridine), Cl (hydrogen chloride), O1CCOCC1 (dioxane). Reaction conditions: temperature 70 celsius. Product: FC1=C(OC2=C(C=C(C=C2)CS(=O)(=O)C)C2=CN(C=3C(NC(=CC32)C3=C(C=CC(=C3)CS(=O)(=O)C)OC3=C(C=C(C=C3)F)F)=O)C)C=CC(=C1)F (3,5-bis{2-(2,4-difluorophenoxy)-5-[(methylsulfonyl)methyl]phenyl}-1-methyl-1,6-dihydro-7H-pyrrolo[2,3-c]pyridin-7-one). The yield is 71.6%. Reaction SMILES: [F:1][C:2]1[CH:51]=[C:50]([F:52])[CH:49]=[CH:48][C:3]=1[O:4][C:5]1[CH:10]=[CH:9][C:8]([CH2:11][S:12]([CH3:15])(=[O:14])=[O:13])=[CH:7][C:6]=1[C:16]1[C:24]2[C:19](=[C:20]([O:45]C)[N:21]=[C:22]([C:25]3[CH:30]=[C:29]([CH2:31][S:32]([CH3:35])(=[O:34])=[O:33])[CH:28]=[CH:27][C:26]=3[O:36][C:37]3[CH:42]=[CH:41][C:40]([F:43])=[CH:39][C:38]=3[F:44])[CH:23]=2)[N:18]([CH3:47])[CH:17]=1.Cl.O1CCOCC1>>[F:1][C:2]1[CH:51]=[C:50]([F:52])[CH:49]=[CH:48][C:3]=1[O:4][C:5]1[CH:10]=[CH:9][C:8]([CH2:11][S:12]([CH3:15])(=[O:13])=[O:14])=[CH:7][C:6]=1[C:16]1[C:24]2[CH:23]=[C:22]([C:25]3[CH:30]=[C:29]([CH2:31][S:32]([CH3:35])(=[O:33])=[O:34])[CH:28]=[CH:27][C:26]=3[O:36][C:37]3[CH:42]=[CH:41][C:40]([F:43])=[CH:39][C:38]=3[F:44])[NH:21][C:20](=[O:45])[C:19]=2[N:18]([CH3:47])[CH:17]=1. Reported procedure: The product from Example 93A (0.1 g, 0.132 mmol) and 4 M hydrogen chloride in dioxane (5 mL, 20.00 mmol) were combined and heated at 70° C. for 4 hours, cooled and concentrated. The residue was partitioned between ethyl acetate and water adjusting the pH to 7. The organic layer was washed with saturated aqueous sodium chloride, dried (anhydrous Na2SO4), filtered, and concentrated. Purification by chromatography (0-4% methanol in dichloromethane) afforded the title compound (0.07 g, 71%). %). 1H ... Reactants: C(C)(=O)OC=C (vinyl acetate), COC(C(=C)S(=O)(=O)OC)=O (2-methoxysulphonyl propenoic acid methyl ester), N(=NC(C#N)(C)C)C(C#N)(C)C (2,2'-azo-bis-isobutyronitrile). Yields the product C(C)(=O)OC=C.COC(C(=C)S(=O)(=O)OC)=O (vinyl acetate 2-methoxysulphonyl propenoic acid methyl ester). RXN SMILES: [C:1]([O:4][CH:5]=[CH2:6])(=[O:3])[CH3:2].[CH3:7][O:8][C:9](=[O:17])[C:10]([S:12]([O:15][CH3:16])(=[O:14])=[O:13])=[CH2:11].N(C(C)(C)C#N)=NC(C)(C)C#N>>[C:1]([O:4][CH:5]=[CH2:6])(=[O:3])[CH3:2].[CH3:7][O:8][C:9](=[O:17])[C:10]([S:12]([O:15][CH3:16])(=[O:14])=[O:13])=[CH2:11] |f:3.4|. Procedure details: After tempering at 65° C. and an increase in the viscosity of the mixture, a solution of 80 g of vinyl acetate, 20 g of 2-methoxysulphonyl propenoic acid methyl ester (11 mole percent) and 0.4 g of 2,2'-azo-bis-isobutyronitrile was added over a period of 1 hour. Starting materials: O=C([O-])O, CCOC(=O)c1c(NCCCC(=O)c2ccccc2)c2c(Cl)cc(Cl)cc2n1C(=O)OC(C)(C)C, ClCCl, [Na+], O=C(O)C(F)(F)F. Product: CCOC(=O)c1[nH]c2cc(Cl)cc(Cl)c2c1NCCCC(=O)c1ccccc1. Reaction SMILES: [C:43](=[O:44])([O-:45])[OH:46].[CH2:1]([C:2](=[O:3])[c:4]1[cH:5][cH:6][cH:7][cH:8][cH:9]1)[CH2:10][CH2:11][NH:12][c:13]1[c:14]([C:31](=[O:32])[O:33][CH2:34][CH3:35])[n:15]([C:24]([O:25][C:26]([CH3:27])([CH3:28])[CH3:29])=[O:30])[c:16]2[cH:17][c:18]([Cl:23])[cH:19][c:20]([Cl:22])[c:21]12.[CH2:48]([Cl:49])[Cl:50].[Na+:47].[OH:36][C:37]([C:38]([F:39])([F:40])[F:41])=[O:42]>>[CH2:1]([C:2](=[O:3])[c:4]1[cH:5][cH:6][cH:7][cH:8][cH:9]1)[CH2:10][CH2:11][NH:12][c:13]1[c:14]([C:31](=[O:32])[O:33][CH2:34][CH3:35])[nH:15][c:16]2[cH:17][c:18]([Cl:23])[cH:19][c:20]([Cl:22])[c:21]12. Starting materials: C(C)(C)(C)OC(=O)N(CCNC1=CC=C(C=C1)C1=CC(=C(C=C1)C(=O)OC)OC1CCCCC1)C[C@H](O)C1=CC(=CC=C1)Cl (methyl 4′-[[2-[(tert-butoxycarbonyl)-[(2R)-2-(3-chlorophenyl)-2-hydroxyethyl]amino]-ethyl]amino]-3-(cyclohexyloxy)-4-biphenylcarboxylate), [OH-].[Na+] (sodium hydroxide), [OH-].[Na+] (sodium hydroxide). Run in CO (methanol), O1CCCC1 (tetrahydrofuran). Reaction conditions: time 1 day. Product: C(C)(C)(C)OC(=O)N(CCNC1=CC=C(C=C1)C1=CC(=C(C=C1)C(=O)O)OC1CCCCC1)C[C@H](O)C1=CC(=CC=C1)Cl (4′-[[2-[(tert-butoxycarbonyl)[(2R)-2-(3-chlorophenyl)-2-hydroxyethyl]amino]ethyl]amino]-3-(cyclohexyloxy)-4-biphenylcarboxylic acid). Isolated yield 100.7%. RXN SMILES: [C:1]([O:5][C:6]([N:8]([CH2:35][C@@H:36]([C:38]1[CH:43]=[CH:42][CH:41]=[C:40]([Cl:44])[CH:39]=1)[OH:37])[CH2:9][CH2:10][NH:11][C:12]1[CH:17]=[CH:16][C:15]([C:18]2[CH:23]=[CH:22][C:21]([C:24]([O:26]C)=[O:25])=[C:20]([O:28][CH:29]3[CH2:34][CH2:33][CH2:32][CH2:31][CH2:30]3)[CH:19]=2)=[CH:14][CH:13]=1)=[O:7])([CH3:4])([CH3:3])[CH3:2].[OH-].[Na+]>CO.O1CCCC1>[C:1]([O:5][C:6]([N:8]([CH2:35][C@@H:36]([C:38]1[CH:43]=[CH:42][CH:41]=[C:40]([Cl:44])[CH:39]=1)[OH:37])[CH2:9][CH2:10][NH:11][C:12]1[CH:13]=[CH:14][C:15]([C:18]2[CH:23]=[CH:22][C:21]([C:24]([OH:26])=[O:25])=[C:20]([O:28][CH:29]3[CH2:34][CH2:33][CH2:32][CH2:31][CH2:30]3)[CH:19]=2)=[CH:16][CH:17]=1)=[O:7])([CH3:4])([CH3:2])[CH3:3] |f:1.2|. Procedure: To a solution of methyl 4′-[[2-[(tert-butoxycarbonyl)-[(2R)-2-(3-chlorophenyl)-2-hydroxyethyl]amino]-ethyl]amino]-3-(cyclohexyloxy)-4-biphenylcarboxylate (125 mg) in methanol (1.750 ml) and tetrahydrofuran (0.900 ml) was added 1N aqueous sodium hydroxide solution (1.05 ml) and the mixture was stirred at room temperature for 1 day. To the reaction mixture was added 1N aqueous sodium hydroxide solution (0.900 ml) and the mixture was stirred at room temperature for 3 days. The reaction mixture was ... Procedure: Combined tert-butyl 2-(4-cyano-2-fluorophenyl)acetate (227.3 mg, 0.966 mmol) with EtOH (5 mL) and added a 4M hydrogen chloride solution in dioxane (0.121 mL, 0.483 mmol) and stirred in a heating block at 60° C. for 16 h. Then the reaction mixture was concentrated via rotary evaporation and re-constituted in EtOH (5 mL). An additional portion of a 4M hydrogen chloride solution in dioxane (17.61 mg, 0.483 mmol) was added to the vial and the mixture was stirred at 60° C. for an additional 1 h. The ... Product: C(#N)C1=CC(=C(C=C1)CC(=O)OCC)F (ethyl 2-(4-cyano-2-fluorophenyl)acetate). Reaction conditions: temperature 60 celsius, time 16 hour. Reactants: C(#N)C1=CC(=C(C=C1)CC(=O)OC(C)(C)C)F (tert-butyl 2-(4-cyano-2-fluorophenyl)acetate), Cl (hydrogen chloride), O1CCOCC1 (dioxane), Cl (hydrogen chloride), O1CCOCC1 (dioxane). Run in CCO (EtOH). As a reaction SMILES: [C:1]([C:3]1[CH:8]=[CH:7][C:6]([CH2:9][C:10]([O:12][C:13](C)(C)[CH3:14])=[O:11])=[C:5]([F:17])[CH:4]=1)#[N:2].Cl.O1CCOCC1>CCO>[C:1]([C:3]1[CH:8]=[CH:7][C:6]([CH2:9][C:10]([O:12][CH2:13][CH3:14])=[O:11])=[C:5]([F:17])[CH:4]=1)#[N:2]. Yield: 98.9%. The reactants are O (water), C(CCC)OCCOC1=CC=C(C=C1)C=1C=CC2=C(C=C(CCN2)C(=O)NC2=CC=C(C=C2)[C@@H](C2=[N+](C=CC=C2)[O-])O)C1 (7-[4-(2-butoxyethoxy)phenyl]-N-[4-[(S)-hydroxy(1-oxidopyridin-2-yl)methyl]phenyl]-2,3-dihydro-1H-1-benzazepine-4-carboxamide), C(CC)=O (propionaldehyde), C(C)(=O)O[BH-](OC(C)=O)OC(C)=O.[Na+] (sodium triacetoxyborohydride). The solvent is ClCCCl (1,2-dichloroethane). Run at time 20 hour. Product: C(CCC)OCCOC1=CC=C(C=C1)C=1C=CC2=C(C=C(CCN2CCC)C(=O)NC2=CC=C(C=C2)[C@@H](C2=[N+](C=CC=C2)[O-])O)C1 (7-[4-(2-butoxyethoxy)phenyl]-N-[4-[(S)-hydroxy(1-oxidopyridin-2-yl)methyl]phenyl]-1-propyl-2,3-dihydro-1H-1-benzazepine-4-carboxamide). Reaction SMILES: [CH2:1]([O:5][CH2:6][CH2:7][O:8][C:9]1[CH:14]=[CH:13][C:12]([C:15]2[CH:16]=[CH:17][C:18]3[NH:24][CH2:23][CH2:22][C:21]([C:25]([NH:27][C:28]4[CH:33]=[CH:32][C:31]([C@H:34]([OH:42])[C:35]5[CH:40]=[CH:39][CH:38]=[CH:37][N+:36]=5[O-:41])=[CH:30][CH:29]=4)=[O:26])=[CH:20][C:19]=3[CH:43]=2)=[CH:11][CH:10]=1)[CH2:2][CH2:3][CH3:4].[CH:44](=O)[CH2:45][CH3:46].C(O[BH-](OC(=O)C)OC(=O)C)(=O)C.[Na+].O>ClCCCl>[CH2:1]([O:5][CH2:6][CH2:7][O:8][C:9]1[CH:10]=[CH:11][C:12]([C:15]2[CH:16]=[CH:17][C:18]3[N:24]([CH2:44][CH2:45][CH3:46])[CH2:23][CH2:22][C:21]([C:25]([NH:27][C:28]4[CH:29]=[CH:30][C:31]([C@H:34]([OH:42])[C:35]5[CH:40]=[CH:39][CH:38]=[CH:37][N+:36]=5[O-:41])=[CH:32][CH:33]=4)=[O:26])=[CH:20][C:19]=3[CH:43]=2)=[CH:13][CH:14]=1)[CH2:2][CH2:3][CH3:4] |f:2.3|. Reported procedure: To a solution of 7-[4-(2-butoxyethoxy)phenyl]-N-[4-[(S)-hydroxy(1-oxidopyridin-2-yl)methyl]phenyl]-2,3-dihydro-1H-1-benzazepine-4-carboxamide (120 mg) and propionaldehyde (0.15 ml) in 1,2-dichloroethane (10 ml) was added sodium triacetoxyborohydride (0.13 g) at room temperature, and the mixture was stirred for 20 hours. To the reaction solution was added water, and the mixture was extracted with ethyl acetate. The organic layer was washed with saturated brine, and dried over magnesium sulfate. T...